describe an organic reaction: reactants, conditions, products, and yield From a dataset of the Open Reaction Database (ORD), a public repository of structured organic reaction records. The reactants are C (charcoal), CC(C)=NO (acetone oxime), C(C1=CN=CC=C1)(=O)Cl (nicotinoyl chloride), CCOCC (ether). Solvent: ice water, N (ammonia). Conditions: temperature 120 celsius. The product is CC=1N=C(OC1)C=1C=NC=CC1 (4-Methyl-2-(3-pyridyl)-oxazole). As a reaction SMILES: [CH3:1][C:2](=[N:4]O)[CH3:3].[C:6](Cl)(=[O:13])[C:7]1[CH:12]=[CH:11][CH:10]=[N:9][CH:8]=1.CCOCC.C>N>[CH3:1][C:2]1[N:4]=[C:6]([C:7]2[CH:8]=[N:9][CH:10]=[CH:11][CH:12]=2)[O:13][CH:3]=1. Procedure details: To 10 g (0.140 mol) of acetone oxime cooled to -10° C. neat nicotinoyl chloride (40 g, 0.280 mol) was added dropwise under a nitrogen atmosphere. A violent reaction occured and the mixture became quickly solid. The solid was heated to 120° C. for 3 h. After cooling the mixture was dissolved in ice water and ammonia. After addition of 300 ml of ether the mixture was treated with charcoal, filtered, and the ether phase separated. The aqueous phase was extracted with 2×200 ml of ether, and the comb... The reactants are BrC1=CC2=C(C=3N=C(SC3CCO2)C=2N(C=CN2)CC(=O)NC)C=C1 (2-[2-(8-Bromo-4,5-dihydro-6-oxa-3-thia-1-aza-benzo[e]azulen-2-yl)-imidazol-1-yl]-N-methyl-acetamide), CC(CN1N=CC(=C1)B1OC(C(O1)(C)C)(C)C)(C)O (2-methyl-1-(4-(4,4,5,5-tetramethyl-1,3,2-dioxaborolan-2-yl)-1H-pyrazol-1-yl)propan-2-ol). Reagents/catalysts: [Pd] (palladium). Yields the product OC(CN1N=CC(=C1)C1=CC2=C(C=3N=C(SC3CCO2)C=2N(C=CN2)CC(=O)NC)C=C1)(C)C (2-(2-{8-[1-(2-Hydroxy-2-methyl-propyl)-1H-pyrazol-4-yl]-4,5-dihydro-6-oxa-3-thia-1-aza-benzo[e]azulen-2-yl}-imidazol-1-yl)-N-methyl-acetamide). RXN SMILES: Br[C:2]1[CH:25]=[CH:24][C:5]2[C:6]3[N:7]=[C:8]([C:14]4[N:15]([CH2:19][C:20]([NH:22][CH3:23])=[O:21])[CH:16]=[CH:17][N:18]=4)[S:9][C:10]=3[CH2:11][CH2:12][O:13][C:4]=2[CH:3]=1.[CH3:26][C:27]([OH:44])([CH3:43])[CH2:28][N:29]1[CH:33]=[C:32](B2OC(C)(C)C(C)(C)O2)[CH:31]=[N:30]1>[Pd]>[OH:44][C:27]([CH3:43])([CH3:26])[CH2:28][N:29]1[CH:33]=[C:32]([C:2]2[CH:25]=[CH:24][C:5]3[C:6]4[N:7]=[C:8]([C:14]5[N:15]([CH2:19][C:20]([NH:22][CH3:23])=[O:21])[CH:16]=[CH:17][N:18]=5)[S:9][C:10]=4[CH2:11][CH2:12][O:13][C:4]=3[CH:3]=2)[CH:31]=[N:30]1. Procedure: Following the procedure for 355, 2-[2-(8-Bromo-4,5-dihydro-6-oxa-3-thia-1-aza-benzo[e]azulen-2-yl)-imidazol-1-yl]-N-methyl-acetamide and 2-methyl-1-(4-(4,4,5,5-tetramethyl-1,3,2-dioxaborolan-2-yl)-1H-pyrazol-1-yl)propan-2-ol were reacted under Suzuki palladium conditions to give 405 MS: (ESI+)=497.2. 1H NMR (400 MHz, DMSO) δ 8.32 (d, J=8.3 Hz, 1H), 8.15 (s, 1H), 7.93 (s, OH), 7.38 (d, J=0.8 Hz, 1H), 7.32 (dd, J=8.3, 1.8 Hz, 1H), 7.25 (d, J=1.7 Hz, 1H), 7.05 (d, J=0.8 Hz, 0H), 5.23 (s, 1H), 4.72 ... Reactants: Cl.C(C1=CC=CC=C1)OC1=C(CN)C=CC=C1 (2-benzyloxybenzylamine hydrochloride), C(=O)(Cl)Cl (phosgene), C(=O)(Cl)Cl (phosgene). Solvent: C1(=CC=CC=C1)C (toluene), C1(=CC=CC=C1)C (toluene). Run at time 10 minute. The product is C(C1=CC=CC=C1)OC1=C(CN=C=O)C=CC=C1 (2-benzyloxybenzyl isocyanate). RXN SMILES: Cl.[CH2:2]([O:9][C:10]1[CH:17]=[CH:16][CH:15]=[CH:14][C:11]=1[CH2:12][NH2:13])[C:3]1[CH:8]=[CH:7][CH:6]=[CH:5][CH:4]=1.[C:18](Cl)(Cl)=[O:19]>C1(C)C=CC=CC=1>[CH2:2]([O:9][C:10]1[CH:17]=[CH:16][CH:15]=[CH:14][C:11]=1[CH2:12][N:13]=[C:18]=[O:19])[C:3]1[CH:4]=[CH:5][CH:6]=[CH:7][CH:8]=1 |f:0.1|. Procedure: 38.5 g of 2-benzyloxybenzylamine hydrochloride are suspended in 400 ml of distilled toluene and heated at a bath temperature of 140°. Whilst stirring, phosgene is introduced and after about 50 minutes the solution becomes clear. After a further 10 minutes, the addition of phosgene is interrupted and boiling is continued for a further hour. The solution is then left to cool a little and the toluene is distilled off in vacuo. A sample of the oil remaining was distilled in a bulb tube: Boiling poin... Reactants: C(C)C=1NC(=C(C(C1C(=O)OC)C1=CC=C(C=C1)Cl)C(=O)OC)CC (dimethyl 2,6-diethyl-4-(4-chlorophenyl)-1,4-dihydropyridine-3,5-dicarboxylate), N1=CC=CC=C1 (pyridine), pyridinium bromide perbromide. Solvent: C(Cl)(Cl)Cl (chloroform), C(Cl)(Cl)Cl (chloroform). Conditions: time 30 minute. Product: C(C)C1=C(C(C2=C(N1)C(OC2=O)C)C2=CC=C(C=C2)Cl)C(=O)OC (methyl 2-ethyl-4-(4-chlorphenyl)-5-oxo-7-methyl-1,4,5,7-tetrahydrofuro[3,4-b]pyridine 3-carboxylate). Reaction SMILES: C1C=C[NH+]=CC=1.Br[Br-]Br.[CH2:10]([C:12]1[NH:13][C:14]([CH2:33][CH3:34])=[C:15]([C:29]([O:31][CH3:32])=[O:30])[CH:16]([C:22]2[CH:27]=[CH:26][C:25]([Cl:28])=[CH:24][CH:23]=2)[C:17]=1[C:18]([O:20]C)=[O:19])[CH3:11].N1C=CC=CC=1>C(Cl)(Cl)Cl>[CH2:33]([C:14]1[NH:13][C:12]2[CH:10]([CH3:11])[O:20][C:18](=[O:19])[C:17]=2[CH:16]([C:22]2[CH:23]=[CH:24][C:25]([Cl:28])=[CH:26][CH:27]=2)[C:15]=1[C:29]([O:31][CH3:32])=[O:30])[CH3:34] |f:0.1|. Procedure: In a similar manner 2.02 grams (2.52 grams of 80 percent; 6.31 millimoles) of pyridinium bromide perbromide is added in a single portion to a cooled to 0° C. solution of 1.91 grams (5.26 millimoles) of dimethyl 2,6-diethyl-4-(4-chlorophenyl)-1,4-dihydropyridine-3,5-dicarboxylate and 0.79 gram (10.1 millimoles) of pyridine in 40 milliliters of chloroform. The resulting mixture is stirred at this temperature for 30 minutes, then at reflux temperature for 90 minutes. The mixture is then allowed to ...